This data is from the Open Reaction Database (ORD), a public repository of structured organic reaction records. The task is: describe an organic reaction: reactants, conditions, products, and yield Starting materials: C1(O)=CC(O)=CC=C1 (resorcinol), [OH-].[K+] (KOH), BrCCCCCCCCBr (1,8-dibromooctane), [OH-].[K+] (KOH), [OH-].[K+] (KOH). Run in O (water), O (water), O (water). Conditions: temperature 10 celsius. The product is OC=1C=C(OCCCCCCCCOC2=CC(=CC=C2)O)C=CC1 (1,8-BIS(3-HYDROXYPHENOXY)OCTANE). Yield: 27.0%. As a reaction SMILES: [C:1]1([CH:8]=[CH:7][CH:6]=[C:4]([OH:5])[CH:3]=1)[OH:2].Br[CH2:10][CH2:11][CH2:12][CH2:13][CH2:14][CH2:15][CH2:16][CH2:17]Br.[OH-:19].[K+]>O>[OH:2][C:1]1[CH:3]=[C:4]([CH:6]=[CH:7][CH:8]=1)[O:5][CH2:10][CH2:11][CH2:12][CH2:13][CH2:14][CH2:15][CH2:16][CH2:17][O:19][C:4]1[CH:6]=[CH:7][CH:8]=[C:1]([OH:2])[CH:3]=1 |f:2.3|. Procedure details: A five neck five liter round bottom flask equipped with a mechanical stirrer, two condensers, and a dropping funnel is purged with nitrogen then charged under a nitrogen blanket with 1.6 kg (14.5 moles) resorcinol, 160 grams deionized water, and 296.7 grams (1.091 moles) 1,8-dibromooctane. The easily stirable reaction mass is slowly heated to reflux under a slow nitrogen purge. A solution of 181 grams (2.74 moles) 85% KOH pellets in 184 grams water is added dropwise at reflux under a nitrogen bl... Starting materials: C(C1=CC=CC=C1)(C1=CC=CC=C1)N1CC(C1)CC1=CNC2=CC=C(C=C12)C#N (3-(1-benzhydryl-azetidin-3-ylmethyl)-1H-indole-5-carbonitrile), C(=O)[O-].[NH4+] (ammonium formate). The reagents and catalysts are [Pd] (palladium on carbon). The solvent is C(C)O (ethanol). Yields the product N1CC(C1)CC1=CNC2=CC=C(C=C12)C (3-Azetidin-3-ylmethyl-5-methyl-1H-indole). Reaction SMILES: C([N:14]1[CH2:17][CH:16]([CH2:18][C:19]2[C:27]3[C:22](=[CH:23][CH:24]=[C:25]([C:28]#N)[CH:26]=3)[NH:21][CH:20]=2)[CH2:15]1)(C1C=CC=CC=1)C1C=CC=CC=1.C([O-])=O.[NH4+]>[Pd].C(O)C>[NH:14]1[CH2:17][CH:16]([CH2:18][C:19]2[C:27]3[C:22](=[CH:23][CH:24]=[C:25]([CH3:28])[CH:26]=3)[NH:21][CH:20]=2)[CH2:15]1 |f:1.2|. Procedure: A mixture of 3-(1-benzhydryl-azetidin-3-ylmethyl)-1H-indole-5-carbonitrile (8) (0.56 g, 1.5 mmol), palladium on carbon (10%, 0.1 g) and ammonium formate (0.37 g, 5.9 mmol) in ethanol (20 ml) was refluxed for 2 hours. The mixture was filtered through celite and the solvent removed under vacuum. Diphenylmethane was removed by triturating the residue with ether, methylene chloride and decanting. The remaining product was dried under vacuum. The crude material was directly used in next step. MS ES m... The reactants are N1=C(C=CC=C1CO)CO (2,6-pyridine-dimethanol), SeO2. The solvent is O1CCOCC1 (1,4-dioxane). Yields the product N1=C(C=CC=C1C=O)C=O (2,6-Pyridinedicarboxaldehyde). Yield: 858.1%. RXN SMILES: [N:1]1[C:6]([CH2:7][OH:8])=[CH:5][CH:4]=[CH:3][C:2]=1[CH2:9][OH:10]>O1CCOCC1>[N:1]1[C:6]([CH:7]=[O:8])=[CH:5][CH:4]=[CH:3][C:2]=1[CH:9]=[O:10]. Reported procedure: This preparation procedure followed the literature procedure (J. Chem. Soc., Dalton Trans. 1984-1937). To the mixture of 11.51 g of 2,6-pyridine-dimethanol (8.28 mmol) and 9.99 g of SeO2, was added 200 mL of 1,4-dioxane. The mixture was then refluxed for 4 h and filtered. The filtrate was concentrated under reduced pressure. The solid was dissolved in CH2Cl2 and passed through a silica gel plug. The solution was concentrated, and the solid was recrystallized from 60 mL of acetone and 100 mL of h... Starting materials: CC(C)(C)[Si](C)(C)Cl, CCCCCC, CN(C)C=O, O=C1CCCCC1CCO, c1c[nH]cn1. Yields the product CC(C)(C)[Si](C)(C)OCCC1CCCCC1=O. As a reaction SMILES: [C:16]([CH3:17])([CH3:18])([CH3:19])[Si:20]([Cl:21])([CH3:22])[CH3:23].[CH3:29][CH2:30][CH2:31][CH2:32][CH2:33][CH3:34].[O:24]=[CH:25][N:26]([CH3:27])[CH3:28].[OH:1][CH2:2][CH2:3][CH:4]1[C:5](=[O:10])[CH2:6][CH2:7][CH2:8][CH2:9]1.[nH:11]1[cH:12][cH:13][n:14][cH:15]1>>[O:1]([CH2:2][CH2:3][CH:4]1[C:5](=[O:10])[CH2:6][CH2:7][CH2:8][CH2:9]1)[Si:20]([C:16]([CH3:17])([CH3:18])[CH3:19])([CH3:22])[CH3:23]. Starting materials: N#Cc1ccc(N(C(=O)C(F)(F)F)c2cccc3c2CCC(=O)C3)cc1, COC(=O)C#N, C1CCOC1, CC(=O)O, [H-], [Na+]. Yields the product COC(=O)C1=C(O)CCc2c1cccc2N(C(=O)C(F)(F)F)c1ccc(C#N)cc1. Reaction SMILES: [C:1](#[N:2])[c:3]1[cH:4][cH:5][c:6]([N:9]([C:10]([C:11]([F:12])([F:13])[F:14])=[O:15])[c:16]2[cH:17][cH:18][cH:19][c:20]3[c:25]2[CH2:24][CH2:23][C:22](=[O:26])[CH2:21]3)[cH:7][cH:8]1.[C:29](#[N:30])[C:31](=[O:32])[O:33][CH3:34].[CH2:39]1[O:40][CH2:41][CH2:42][CH2:43]1.[CH3:35][C:36](=[O:37])[OH:38].[H-:28].[Na+:27]>>[C:1](#[N:2])[c:3]1[cH:4][cH:5][c:6]([N:9]([C:10]([C:11]([F:12])([F:13])[F:14])=[O:15])[c:16]2[cH:17][cH:18][cH:19][c:20]3[c:25]2[CH2:24][CH2:23][C:22]([OH:26])=[C:21]3[C:31](=[O:32])[O:33][CH3:34])[cH:7][cH:8]1. The reactants are OC(C(C)(C)O)C1=CN=C(S1)C(CCC(C(CC1CCOCC1)C1=CC=C(C=C1)S(=O)(=O)C)=O)=O (1-[5-(1,2-dihydroxy-2-methylpropyl)-1,3-thiazol-2-yl]-5-[4-(methylsulfonyl)phenyl]-6-(tetrahydro-2H-pyran-4-yl)hexane-1,4-dione), C(C)(=O)[O-].[NH4+] (ammonium acetate), [OH-].[Na+] (sodium hydroxide). Solvent: C(C)(=O)O (acetic acid). Run at temperature 90 celsius, time 2 hour. Product: CC(C(O)C1=CN=C(S1)C=1NC(=CC1)C(CC1CCOCC1)C1=CC=C(C=C1)S(=O)(=O)C)(C)O (2-methyl-1-[2-(5-{1-[4-(methylsulfonyl)phenyl]-2-(tetrahydro-2H-pyran-4-yl)ethyl}-1H-pyrrol-2-yl)-1,3-thiazol-5-yl]propane-1,2-diol). The yield is 77.3%. As a reaction SMILES: [OH:1][CH:2]([C:7]1[S:11][C:10]([C:12](=O)[CH2:13][CH2:14][C:15](=O)[CH:16]([C:24]2[CH:29]=[CH:28][C:27]([S:30]([CH3:33])(=[O:32])=[O:31])=[CH:26][CH:25]=2)[CH2:17][CH:18]2[CH2:23][CH2:22][O:21][CH2:20][CH2:19]2)=[N:9][CH:8]=1)[C:3]([OH:6])([CH3:5])[CH3:4].C([O-])(=O)C.[NH4+:40].[OH-].[Na+]>C(O)(=O)C>[CH3:4][C:3]([OH:6])([CH3:5])[CH:2]([C:7]1[S:11][C:10]([C:12]2[NH:40][C:15]([CH:16]([C:24]3[CH:29]=[CH:28][C:27]([S:30]([CH3:33])(=[O:31])=[O:32])=[CH:26][CH:25]=3)[CH2:17][CH:18]3[CH2:23][CH2:22][O:21][CH2:20][CH2:19]3)=[CH:14][CH:13]=2)=[N:9][CH:8]=1)[OH:1] |f:1.2,3.4|. Procedure details: A mixture of 1-[5-(1,2-dihydroxy-2-methylpropyl)-1,3-thiazol-2-yl]-5-[4-(methylsulfonyl)phenyl]-6-(tetrahydro-2H-pyran-4-yl)hexane-1,4-dione (0.51 g), ammonium acetate (0.39 g) and acetic acid (5 mL) was stirred at 90° C. for 2 hr. The reaction mixture was neutralized with 8M aqueous sodium hydroxide solution, and extracted with ethyl acetate. The ethyl acetate layer was washed with saturated brine, dried (MgSO4) and concentrated. The residue was subjected to silica gel column chromatography, an... Reactants: COCCOC, CS(=O)c1nc(N)nc(-c2ccco2)c1C#N, NCCOc1ccccc1. Product: N#Cc1c(NCCOc2ccccc2)nc(N)nc1-c1ccco1. RXN SMILES: [CH3:28][O:29][CH2:30][CH2:31][O:32][CH3:33].[NH2:1][c:2]1[n:3][c:4]([S:15]([CH3:16])=[O:17])[c:5]([C:13]#[N:14])[c:6](-[c:8]2[o:9][cH:10][cH:11][cH:12]2)[n:7]1.[O:18]([c:19]1[cH:20][cH:21][cH:22][cH:23][cH:24]1)[CH2:25][CH2:26][NH2:27]>>[NH2:1][c:2]1[n:3][c:4]([NH:27][CH2:26][CH2:25][O:18][c:19]2[cH:20][cH:21][cH:22][cH:23][cH:24]2)[c:5]([C:13]#[N:14])[c:6](-[c:8]2[o:9][cH:10][cH:11][cH:12]2)[n:7]1.